This data is from the Open Reaction Database (ORD), a public repository of structured organic reaction records. The task is: describe an organic reaction: reactants, conditions, products, and yield Starting materials: FCCCOC1CN(CCC1=O)C(=O)OC(C)(C)C (tert-Butyl 3-(3-fluoropropoxy)-4-oxopiperidine-1-carboxylate), C(C1=CC=CC=C1)N (benzylamine), C(C)(=O)O[BH-](OC(C)=O)OC(C)=O.[Na+] (sodium (triacetoxy)borohydride). The solvent is ClCCCl (1,2-dichloroethane). Yields the product C(C1=CC=CC=C1)N[C@@H]1[C@@H](CN(CC1)C(=O)OC(C)(C)C)OCCCF (tert-Butyl cis(±)-4-(benzylamino)-3-(3-fluoropropoxy)piperidine-1-carboxylate). Yield: 86.6%. RXN SMILES: [F:1][CH2:2][CH2:3][CH2:4][O:5][CH:6]1[C:11](=O)[CH2:10][CH2:9][N:8]([C:13]([O:15][C:16]([CH3:19])([CH3:18])[CH3:17])=[O:14])[CH2:7]1.[CH2:20]([NH2:27])[C:21]1[CH:26]=[CH:25][CH:24]=[CH:23][CH:22]=1.C(O[BH-](OC(=O)C)OC(=O)C)(=O)C.[Na+]>ClCCCl>[CH2:20]([NH:27][C@H:11]1[CH2:10][CH2:9][N:8]([C:13]([O:15][C:16]([CH3:19])([CH3:18])[CH3:17])=[O:14])[CH2:7][C@H:6]1[O:5][CH2:4][CH2:3][CH2:2][F:1])[C:21]1[CH:26]=[CH:25][CH:24]=[CH:23][CH:22]=1 |f:2.3|. Reported procedure: The same operation as in Example (90c) was performed using tert-butyl 3-(3-fluoropropoxy)-4-oxopiperidine-1-carboxylate obtained in Example (127b) (1.71 g, 6.21 mmol), benzylamine (0.75 g, 7 mmol), sodium (triacetoxy)borohydride (2.54 g, 12 mmol) and 1,2-dichloroethane (20 mL). The resulting residue was purified by silica gel column chromatography (elution solvent: hexane/ethyl acetate=4/1, 1/1, 1/3, 0/1) to obtain 1.97 g of the title compound as a colorless oily substance (87%). Reactants: CC(C)(C)OC(=O)N1CCN(c2ccc3[nH]cc(S(=O)(=O)c4ccccc4)c3c2)CC1, CCO, Cl, [NH4+], [OH-], O. Product: O=S(=O)(c1ccccc1)c1c[nH]c2ccc(N3CCNCC3)cc12. As a reaction SMILES: [C:1]([O:2][C:3](=[O:4])[N:8]1[CH2:9][CH2:10][N:11]([c:14]2[cH:15][c:16]3[c:17]([S:23](=[O:24])(=[O:25])[c:26]4[cH:27][cH:28][cH:29][cH:30][cH:31]4)[cH:18][nH:19][c:20]3[cH:21][cH:22]2)[CH2:12][CH2:13]1)([CH3:5])([CH3:6])[CH3:7].[CH3:35][CH2:36][OH:37].[ClH:32].[NH4+:33].[OH-:34].[OH2:38]>>[NH:8]1[CH2:9][CH2:10][N:11]([c:14]2[cH:15][c:16]3[c:17]([S:23](=[O:24])(=[O:25])[c:26]4[cH:27][cH:28][cH:29][cH:30][cH:31]4)[cH:18][nH:19][c:20]3[cH:21][cH:22]2)[CH2:12][CH2:13]1. The reactants are O[C@@H]1[C@H](CCCC1)NC([C@H]([C@H](CCCC)N=[N+]=[N-])O)=O ((2S,3S)-N-[(1S,2S)-2-hydroxycyclohexane-1-yl]-3-azido-2-hydroxyheptanamide). Reagents/catalysts: [C].[Pd] (palladium carbon). Solvent: CO (methanol). Run at time 18 hour. Yields the product O[C@@H]1[C@H](CCCC1)NC([C@H]([C@H](CCCC)N)O)=O ((2S,3S)-N-[(1S,2S)-2-hydroxycyclohexane-1-yl]-3-amino-2-hydroxyheptanamide). Isolated yield 91.3%. Reaction SMILES: [OH:1][C@H:2]1[CH2:7][CH2:6][CH2:5][CH2:4][C@@H:3]1[NH:8][C:9](=[O:20])[C@@H:10]([OH:19])[C@@H:11]([N:16]=[N+]=[N-])[CH2:12][CH2:13][CH2:14][CH3:15]>[C].[Pd].CO>[OH:1][C@H:2]1[CH2:7][CH2:6][CH2:5][CH2:4][C@@H:3]1[NH:8][C:9](=[O:20])[C@@H:10]([OH:19])[C@@H:11]([NH2:16])[CH2:12][CH2:13][CH2:14][CH3:15] |f:1.2|. Procedure: To 30 ml of a methanol solution containing 1.45 g (5 mmol) of (2S,3S)-N-[(1S,2S)-2-hydroxycyclohexane-1-yl]-3-azido-2-hydroxyheptanamide was added 150 mg of 5% palladium carbon, and the resulting mixture was stirred under hydrogen atmosphere for 18 hours. Insoluble material was filtered off, and the filtrate was distilled under reduced pressure to obtain 1.18 g (Yield: 91%) of the title compound. The reactants are C(C)(C)(C)OC(=O)N1CCN(CC1)C1=CC(=C(C=C1)C(F)(F)F)F (4-(3-Fluoro-4-trifluoromethyl-phenyl)-piperazine-1-carboxylic acid tert-butyl ester), C(Cl)Cl (CH2Cl2). Run in FC(C(=O)O)(F)F.ClCCl (trifluoroacetic acid dichloromethane). Product: FC=1C=C(C=CC1C(F)(F)F)N1CCNCC1 (4-(3-fluoro-4-trifluoromethyl-phenyl)-piperazine). Isolated yield 77.8%. As a reaction SMILES: C(OC([N:8]1[CH2:13][CH2:12][N:11]([C:14]2[CH:19]=[CH:18][C:17]([C:20]([F:23])([F:22])[F:21])=[C:16]([F:24])[CH:15]=2)[CH2:10][CH2:9]1)=O)(C)(C)C.C(Cl)Cl>FC(F)(F)C(O)=O.ClCCl>[F:24][C:16]1[CH:15]=[C:14]([N:11]2[CH2:12][CH2:13][NH:8][CH2:9][CH2:10]2)[CH:19]=[CH:18][C:17]=1[C:20]([F:22])([F:21])[F:23] |f:2.3|. Procedure: 4-(3-Fluoro-4-trifluoromethyl-phenyl)-piperazine-1-carboxylic acid tert-butyl ester (853 mg, 2.45 mmol) was stirred in a mixture of trifluoroacetic acid/dichloromethane (5 mL, 25% v/v) for 20 min at room temperature. The reaction mixture was combined with 25 mL of CH2Cl2 and was washed with sat'd NaHCO3 (2×10 mL) and brine. The resulting CH2Cl2 layer was dried over anhydrous Na2SO4 and was concentrated to yield crude amine. The product was further purified by silica gel chromatography (gradient ...